From a dataset of the Open Reaction Database (ORD), a public repository of structured organic reaction records. describe an organic reaction: reactants, conditions, products, and yield Yield: 52.1%. The product is CN1CCC(CC1)N1N=CC(=C1)C=1C=NC(=NC1)C1=CC(=CC=C1)C=1C=NN(C1)C (5-[1-(1-Methyl-piperidin-4-yl)-1H-pyrazol-4-yl]-2-[3-(1-methyl-1H-pyrazol-4-yl)-phenyl]-pyrimidine). As a reaction SMILES: [C:1](O[BH-](OC(=O)C)OC(=O)C)(=O)C.[Na+].Cl.[CH3:16][N:17]1[CH:21]=[C:20]([C:22]2[CH:23]=[C:24]([C:28]3[N:33]=[CH:32][C:31]([C:34]4[CH:35]=[N:36][N:37]([CH:39]5[CH2:44][CH2:43][NH:42][CH2:41][CH2:40]5)[CH:38]=4)=[CH:30][N:29]=3)[CH:25]=[CH:26][CH:27]=2)[CH:19]=[N:18]1.C=O.CCN(C(C)C)C(C)C.C([O-])(O)=O.[Na+]>ClCCCl.C(Cl)Cl>[CH3:1][N:42]1[CH2:43][CH2:44][CH:39]([N:37]2[CH:38]=[C:34]([C:31]3[CH:30]=[N:29][C:28]([C:24]4[CH:25]=[CH:26][CH:27]=[C:22]([C:20]5[CH:19]=[N:18][N:17]([CH3:16])[CH:21]=5)[CH:23]=4)=[N:33][CH:32]=3)[CH:35]=[N:36]2)[CH2:40][CH2:41]1 |f:0.1,2.3,6.7|. Starting materials: C(C)(=O)O[BH-](OC(C)=O)OC(C)=O.[Na+] (Sodium triacetoxyborohydride), Cl.CN1N=CC(=C1)C=1C=C(C=CC1)C1=NC=C(C=N1)C=1C=NN(C1)C1CCNCC1 (2-[3-(1-Methyl-1H-pyrazol-4-yl)-phenyl]-5-(1-piperidin-4-yl-1H-pyrazol-4-yl)-pyrimidine hydrochloride), C=O (formaldehyde), aq. solution, CCN(C(C)C)C(C)C (DIEA), C(=O)(O)[O-].[Na+] (NaHCO3). Run at temperature 50 celsius. Reported procedure: Sodium triacetoxyborohydride (50 mg; 0.24 mmol; 2.0 eq.) was added to a solution of 2-[3-(1-methyl-1H-pyrazol-4-yl)phenyl]-5-(1-piperidin-4-yl-1H-pyrazol-4-yl)pyrimidine (example 1, 50 mg; 0.12 mmol; 1.0 eq.), formaldehyde (16 μl of a 36% aq. solution; 0.21 mmol; 1.8 eq.) and DIEA (24 μl; 0.14 mmol; 1.2 eq.) in DCE (2 mL). The reaction mixture was heated at 50° C. for 1 hour. It was then diluted with DCM and poured into a saturated solution of NaHCO3. The organic phase was washed with brine, dri... Solvent: C(Cl)Cl (DCM), ClCCCl (DCE). Reactants: imine, imine, COC1=C(C=CC(=C1)C)C(CC(C=O)(C(F)(F)F)O)(C)C (4-(2-methoxy-4-methylphenyl)-2-hydroxy-4-methyl-2-(trifluoromethyl)pentanal), NC1=C2C=NNC(C2=CC=C1)=O (5-amino-phthalazin-1-one). The reagents and catalysts are [Ti](Cl)(Cl)(Cl)Cl (titanium tetrachloride). The solvent is ClCCl (dichloromethane). Yields the product OC1(C(C2=CC(=CC(=C2C(C1)(C)C)OC)C)NC1=C2C=NNC(C2=CC=C1)=O)C(F)(F)F (5-{[2-Hydroxy-5-methoxy-2-(trifluoromethyl)-4,4,7-trimethyl-1,2,3,4-tetrahydronaphthalen-1-yl]amino}-phthalazin-1-one). Yield: 10.9%. Reaction SMILES: [CH3:1][O:2][C:3]1[CH:8]=[C:7]([CH3:9])[CH:6]=[CH:5][C:4]=1[C:10]([CH3:21])([CH3:20])[CH2:11][C:12]([OH:19])([C:15]([F:18])([F:17])[F:16])[CH:13]=O.[NH2:22][C:23]1[CH:32]=[CH:31][CH:30]=[C:29]2[C:24]=1[CH:25]=[N:26][NH:27][C:28]2=[O:33]>ClCCl.[Ti](Cl)(Cl)(Cl)Cl>[OH:19][C:12]1([C:15]([F:16])([F:18])[F:17])[CH2:11][C:10]([CH3:20])([CH3:21])[C:4]2[C:5](=[CH:6][C:7]([CH3:9])=[CH:8][C:3]=2[O:2][CH3:1])[CH:13]1[NH:22][C:23]1[CH:32]=[CH:31][CH:30]=[C:29]2[C:24]=1[CH:25]=[N:26][NH:27][C:28]2=[O:33]. Reported procedure: Analogously to Example 10, the corresponding imine is produced starting from 500 mg of 4-(2-methoxy-4-methylphenyl)-2-hydroxy-4-methyl-2-(trifluoromethyl)pentanal and 287 mg of 5-amino-phthalazin-1-one. As in Example 3, 320 mg of the imine is reacted by reaction with 7.2 ml of titanium tetrachloride (1 M in dichloromethane) in 20 ml of dichloromethane, and 80 mg of the title compound is obtained. Reactants: OBO, O=C(O)c1ccccc1, O=C([O-])[O-], Cl, CC(C)S(=O)(=O)NCC(C)(F)c1ccc(I)cc1, [K+], [K+], C1COCCO1, O. Yields the product CC(C)S(=O)(=O)NCC(C)(F)c1ccc(-c2ccc(C(=O)O)cc2)cc1. As a reaction SMILES: [BH:19]([OH:20])[OH:21].[C:22](=[O:23])([OH:24])[c:25]1[cH:26][cH:27][cH:28][cH:29][cH:30]1.[C:31](=[O:32])([O-:33])[O-:34].[ClH:37].[F:1][C:2]([CH2:3][NH:4][S:5](=[O:6])(=[O:7])[CH:8]([CH3:9])[CH3:10])([CH3:11])[c:12]1[cH:13][cH:14][c:15]([I:18])[cH:16][cH:17]1.[K+:35].[K+:36].[O:39]1[CH2:40][CH2:41][O:42][CH2:43][CH2:44]1.[OH2:38]>>[F:1][C:2]([CH2:3][NH:4][S:5](=[O:6])(=[O:7])[CH:8]([CH3:9])[CH3:10])([CH3:11])[c:12]1[cH:13][cH:14][c:15](-[c:28]2[cH:27][cH:26][c:25]([C:22](=[O:23])[OH:24])[cH:30][cH:29]2)[cH:16][cH:17]1. Starting materials: CN1N=CC(=C1)C=1C=C2C(=NC1)N(C=C2)S(=O)(=O)C2=CC=CC=C2 (5-(1-methyl-1H-pyrazol-4-yl)-1-(phenylsulfonyl)-1H-pyrrolo[2,3-b]pyridine), BrN1C(CCC1=O)=O (N-bromosuccinimide). Run in O1CCCC1 (tetrahydrofuran). Conditions: time 16 hour. Yields the product BrC1=CN(C2=NC=C(C=C21)C=2C=NN(C2)C)S(=O)(=O)C2=CC=CC=C2 (3-bromo-5-(1-methyl-1H-pyrazol-4-yl)-1-(phenylsulfonyl)-1H-pyrrolo[2,3-b]pyridine). As a reaction SMILES: [CH3:1][N:2]1[CH:6]=[C:5]([C:7]2[CH:8]=[C:9]3[CH:15]=[CH:14][N:13]([S:16]([C:19]4[CH:24]=[CH:23][CH:22]=[CH:21][CH:20]=4)(=[O:18])=[O:17])[C:10]3=[N:11][CH:12]=2)[CH:4]=[N:3]1.[Br:25]N1C(=O)CCC1=O>O1CCCC1>[Br:25][C:15]1[C:9]2[C:10](=[N:11][CH:12]=[C:7]([C:5]3[CH:4]=[N:3][N:2]([CH3:1])[CH:6]=3)[CH:8]=2)[N:13]([S:16]([C:19]2[CH:20]=[CH:21][CH:22]=[CH:23][CH:24]=2)(=[O:18])=[O:17])[CH:14]=1. Procedure: To a stirred solution of 5-(1-methyl-1H-pyrazol-4-yl)-1-(phenylsulfonyl)-1H-pyrrolo[2,3-b]pyridine (0.832 g, 2.46 mmol) in tetrahydrofuran (12.3 ml) was added N-bromosuccinimide (0.875 g, 4.92 mmol). The reaction mixture was stirred at room temperature for 16 hours. The reaction was quenched with 10% aqueous sodium thiosulfate solution (50 mL), then extracted with EtOAc (2×50 mL). The combined organic layers were dried over magnesium sulfate, filtered and concentrated. The crude residue was adso...